Dataset: the Open Reaction Database (ORD), a public repository of structured organic reaction records. Task: describe an organic reaction: reactants, conditions, products, and yield Reported procedure: 2-amino-4-chloro-5-nitrophenol (10.0 g) and ethyl α-bromoisobutyrate (7.4 mL) were treated in the same manner as described in Reference Example 1(1) to give 6-chloro-2,2-dimethyl-7-nitro-2H-1,4-benzoxazin-3(4H)-one (6.82 g) as a pale brown powder. As a reaction SMILES: [NH2:1][C:2]1[CH:7]=[C:6]([Cl:8])[C:5]([N+:9]([O-:11])=[O:10])=[CH:4][C:3]=1[OH:12].Br[C:14]([CH3:21])([CH3:20])[C:15](OCC)=[O:16]>>[Cl:8][C:6]1[C:5]([N+:9]([O-:11])=[O:10])=[CH:4][C:3]2[O:12][C:14]([CH3:21])([CH3:20])[C:15](=[O:16])[NH:1][C:2]=2[CH:7]=1. Starting materials: NC1=C(C=C(C(=C1)Cl)[N+](=O)[O-])O (2-amino-4-chloro-5-nitrophenol), BrC(C(=O)OCC)(C)C (ethyl α-bromoisobutyrate). Yields the product ClC=1C(=CC2=C(NC(C(O2)(C)C)=O)C1)[N+](=O)[O-] (6-chloro-2,2-dimethyl-7-nitro-2H-1,4-benzoxazin-3(4H)-one).